From a dataset of the Open Reaction Database (ORD), a public repository of structured organic reaction records. describe an organic reaction: reactants, conditions, products, and yield Reactants: [OH-].[K+] (potassium hydroxide), OC=1C(=C(C2=C(CCCCC2=O)C1)Cl)Cl (2-Hydroxy-3,4-dichloro-6,7,8,9-tetrahydro-5H- benzocyclohepten- 5-one), C([O-])([O-])=O.[K+].[K+] (potassium carbonate), BrCC(=O)OCC (ethyl bromoacetate). Solvent: O (water), CN(C)C=O (DMF), CO (methanol). Yields the product ClC1=C(C2=C(CCCCC2=O)C=C1OCC(=O)O)Cl ((3,4-Dichloro-5-oxo-6,7,8,9-tetrahydro-5H-benzocyclohepten- 2-yloxy)acetic acid). RXN SMILES: [OH:1][C:2]1[C:3]([Cl:15])=[C:4]([Cl:14])[C:5]2[C:11](=[O:12])[CH2:10][CH2:9][CH2:8][CH2:7][C:6]=2[CH:13]=1.C(=O)([O-])[O-].[K+].[K+].Br[CH2:23][C:24]([O:26]CC)=[O:25].[OH-].[K+]>CN(C=O)C.O.CO>[Cl:15][C:3]1[C:2]([O:1][CH2:23][C:24]([OH:26])=[O:25])=[CH:13][C:6]2[CH2:7][CH2:8][CH2:9][CH2:10][C:11](=[O:12])[C:5]=2[C:4]=1[Cl:14] |f:1.2.3,5.6|. Procedure: 2-Hydroxy-3,4-dichloro-6,7,8,9-tetrahydro-5H- benzocyclohepten- 5-one (10 g., 0.04 mole), anhydrous potassium carbonate (7 g., 0.05 mole) and ethyl bromoacetate (8.35 g., 0.05 mole) in DMF (75 ml.) are stirred at 60° C. for 1 hour. Then potassium hydroxide (5 g.) dissolved in water (5 ml.) and methanol (100 ml.) is added. The mixture is refluxed for one hour. The methanol is distilled, the residue is poured into water, and the solution is filtered. Upon acidification with 12 N NCl, (3,4-dichloro... Reported procedure: The title compound (D132) (108 mg) was prepared according to the experimental procedure described in Description 115 starting from methyl 5-fluoro-2-(3-((methylsulfonyl)oxy)azetidin-1-yl)nicotinate (D71) (90 mg, 0.295 mmol) and 3-Fluorophenol (0.029 ml, 0.295 mmol). Starting materials: FC=1C=NC(=C(C(=O)OC)C1)N1CC(C1)OS(=O)(=O)C (methyl 5-fluoro-2-(3-((methylsulfonyl)oxy)azetidin-1-yl)nicotinate), FC=1C=C(C=CC1)O (3-Fluorophenol). Yields the product FC=1C=NC(=C(C(=O)O)C1)N1CC(C1)OC1=CC(=CC=C1)F (5-fluoro-2-(3-(3-fluorophenoxy)azetidin-1-yl)nicotinic acid). RXN SMILES: [F:1][C:2]1[CH:3]=[N:4][C:5]([N:12]2[CH2:15][CH:14]([O:16]S(C)(=O)=O)[CH2:13]2)=[C:6]([CH:11]=1)[C:7]([O:9]C)=[O:8].[F:21][C:22]1[CH:23]=[C:24](O)[CH:25]=[CH:26][CH:27]=1>>[F:1][C:2]1[CH:3]=[N:4][C:5]([N:12]2[CH2:15][CH:14]([O:16][C:26]3[CH:25]=[CH:24][CH:23]=[C:22]([F:21])[CH:27]=3)[CH2:13]2)=[C:6]([CH:11]=1)[C:7]([OH:9])=[O:8]. The yield is 119.5%. Reactants: ClCC=O (Chloroacetaldehyde), NC=1C=C(C#N)C=CN1 (2-amino-isonicotinonitrile), C(=O)(O)[O-].[Na+] (NaHCO3). Run in C(C)O (ethanol). Reaction conditions: temperature 80 celsius. Yields the product N=1C=CN2C1C=C(C=C2)C#N (Imidazo[1,2-a]pyridine-7-carbonitrile). Reaction SMILES: Cl[CH2:2][CH:3]=O.[NH2:5][C:6]1[CH:7]=[C:8]([CH:11]=[CH:12][N:13]=1)[C:9]#[N:10].C([O-])(O)=O.[Na+]>C(O)C>[N:5]1[CH:2]=[CH:3][N:13]2[CH:12]=[CH:11][C:8]([C:9]#[N:10])=[CH:7][C:6]=12 |f:2.3|. Reported procedure: Chloroacetaldehyde (˜50% in H2O, 3.24 ml, 26 mmol) was added to a stirred mixture of 2-amino-isonicotinonitrile (1.6 g, 3.4 mmol) and NaHCO3 (2.23 g, 26.5 mmol) in ethanol (20 ml) at RT under N2. The reaction was stirred and heated at 80° C. for 18 hours. After cooling to RT the volatiles were removed in vacuo and the residue was partitioned between EtOAc/H2O. This mixture was filtered to remove some dark insoluble residue. The solid was washed with MeOH. The aqueous layer was extracted with EtO... The reactants are CC(=CC=CC(=O)O)C=CC=C(C=CC1=C(CCCC1(C)C)C)C (5,9-dimethyl-11-(2,6,6-trimethyl-1-cyclohexen-1-yl)-2,4,6,8,10-undecapentaenoic acid), C(C)(=O)NC1=CC=C(C=C1)O (4-acetamidophenol), FC(C(=O)[O-])(F)F (trifluroacetate). Run in O1CCCC1 (tetrahydrofuran), O1CCCC1 (THF). Conditions: time 24 hour. Yields the product CC(=CC=CC(=O)OC1=CC=C(C=C1)NC(C)=O)C=CC=C(C=CC1=C(CCCC1(C)C)C)C (4-Acetamidophenyl 5,9-dimethyl-11-(2,6,6-trimethyl-1-cyclohexen-1-yl)-2,4,6,8,10-undecapentaenoate). Reaction SMILES: [CH3:1][C:2]([CH:9]=[CH:10][CH:11]=[C:12]([CH3:24])[CH:13]=[CH:14][C:15]1[C:20]([CH3:22])([CH3:21])[CH2:19][CH2:18][CH2:17][C:16]=1[CH3:23])=[CH:3][CH:4]=[CH:5][C:6]([OH:8])=[O:7].[C:25]([NH:28][C:29]1[CH:34]=[CH:33][C:32](O)=[CH:31][CH:30]=1)(=[O:27])[CH3:26].FC(F)(F)C([O-])=O>O1CCCC1>[CH3:1][C:2]([CH:9]=[CH:10][CH:11]=[C:12]([CH3:24])[CH:13]=[CH:14][C:15]1[C:20]([CH3:22])([CH3:21])[CH2:19][CH2:18][CH2:17][C:16]=1[CH3:23])=[CH:3][CH:4]=[CH:5][C:6]([O:8][C:32]1[CH:33]=[CH:34][C:29]([NH:28][C:25](=[O:27])[CH3:26])=[CH:30][CH:31]=1)=[O:7]. Reported procedure: A solution of 5,9-dimethyl-11-(2,6,6-trimethyl-1-cyclohexen-1-yl)-2,4,6,8,10-undecapentaenoic acid (0.5 g. 1.5 mmol) and 4-acetamidophenol (1.2 g, 8 mmol) in 40 ml of tetrahydrofuran (THF) was stirred in an ice bath under nitrogen and a solution of trifluroacetate (1.4 ml) in 5 ml of THF was added dropwise. The mixture was stirred at room temperature for 24 hours and concentrated in vacuo. The residue was diluted with methylene chloride and washed with aqueous NaHCO3 solution and brine. After dr... Reactants: N(=O)[O-].[Na+] (sodium nitrite), O=C(CC(=O)OC(C)(C)C)COS(=O)(=O)C1=CC=C(C=C1)C (t-butyl 3-oxo-4-p-toluenesulphonyloxybutyrate), C(C)(=O)OCC (ethyl acetate). The solvent is C(C)(=O)O (acetic acid). Reaction conditions: time 50 minute. The product is ON=C(C(=O)OC(C)(C)C)C(COS(=O)(=O)C1=CC=C(C=C1)C)=O (t-butyl 2-hydroxyimino-3-oxo-4-p-toluenesulphonyloxybutyrate). The yield is 33.9%. Reaction SMILES: [O:1]=[C:2]([CH2:11][O:12][S:13]([C:16]1[CH:21]=[CH:20][C:19]([CH3:22])=[CH:18][CH:17]=1)(=[O:15])=[O:14])[CH2:3][C:4]([O:6][C:7]([CH3:10])([CH3:9])[CH3:8])=[O:5].[N:23]([O-])=[O:24].[Na+].C(OCC)(=O)C>C(O)(=O)C>[OH:24][N:23]=[C:3]([C:2](=[O:1])[CH2:11][O:12][S:13]([C:16]1[CH:21]=[CH:20][C:19]([CH3:22])=[CH:18][CH:17]=1)(=[O:15])=[O:14])[C:4]([O:6][C:7]([CH3:10])([CH3:9])[CH3:8])=[O:5] |f:1.2|. Reported procedure: 4.5 g of t-butyl 3-oxo-4-p-toluenesulphonyloxybutyrate were dissolved in 40 ml of acetic acid, and then 1.42 g of sodium nitrite were added, at room temperature, to the solution over a period of 10 minutes. The mixture was then stirred at room temperature for 50 minutes, after which 200 ml of ethyl acetate were added and the mixture was then washed with an aqueous solution of sodium chloride. The ethyl acetate solution was dried over magnesium sulphate and, after filtering off the drying agent, ... Reactants: CC=1C(=NC=CC1)CCC1=CC=C(C=C1)NC(C)=O (3-methyl-2-[2-(4-acetamidophenyl)ethyl]pyridine), [OH-].[Na+] (sodium hydroxide), resultant solution, ice water, [N+](=O)(O)[O-] (nitric acid). Reaction conditions: time 30 minute. The product is CC=1C(=NC=CC1)CCC1=CC(=C(C=C1)NC(C)=O)[N+](=O)[O-] (3-methyl-2-[2-(4-acetamido-3-nitrophenyl)ethyl]pyridine). As a reaction SMILES: [CH3:1][C:2]1[C:3]([CH2:8][CH2:9][C:10]2[CH:15]=[CH:14][C:13]([NH:16][C:17](=[O:19])[CH3:18])=[CH:12][CH:11]=2)=[N:4][CH:5]=[CH:6][CH:7]=1.[OH-].[Na+].[N+:22]([O-])([OH:24])=[O:23]>>[CH3:1][C:2]1[C:3]([CH2:8][CH2:9][C:10]2[CH:11]=[CH:12][C:13]([NH:16][C:17](=[O:19])[CH3:18])=[C:14]([N+:22]([O-:24])=[O:23])[CH:15]=2)=[N:4][CH:5]=[CH:6][CH:7]=1 |f:1.2|. Procedure details: To a solution of fuming nitric acid (d.l.50) (80 ml) was portionwise added 3-methyl-2-[2-(4-acetamidophenyl)ethyl]pyridine (16.2 g) at -15° to 15° C. and the mixture was stirred at the same condition for 30 minutes. The resultant solution was poured into an ice-water and the solution was adjusted to pH 8.0 with 20% aqueous sodium hydroxide. The mixture was extracted with a mixture of ethyl acetate and tetrahydrofuran, and the extract was washed with brine and dried over magnesium sulfate. The so...